Task: describe an organic reaction: reactants, conditions, products, and yield. Dataset: the Open Reaction Database (ORD), a public repository of structured organic reaction records The reactants are S(O)(O)(=O)=O (sulfuric acid), O (water), ice water, CON=C(C(=O)NC1[C@@H]2N(C(=C(CS2)CO)C(=O)O)C1=O)C=1N=C(SC1)NC(C(F)(F)F)=O (7-[2-Methoxyimino-2-{2-(2,2,2-trifluoroacetamido)-1,3-thiazol-4-yl)acetamido]-3-hydroxymethyl-3-cephem-4-carboxylic acid). Reagents/catalysts: [O-2].[O-2].[O-2].[Cr+6] (chromium trioxide). The solvent is CN(C=O)C (dimethylformamide), CC(=O)C (acetone), CC(=O)C.OS(=O)(=O)O.O=[Cr](=O)=O (Jones reagent). Conditions: time 2 minute. Product: CON=C(C(=O)NC1[C@@H]2N(C(=C(CS2)C=O)C(=O)O)C1=O)C=1N=C(SC1)NC(C(F)(F)F)=O (7-[2-methoxyimino-2-{2-(2,2,2-trifluoroacetamido)-1,3-thiazol-4-yl}-acetamido]-3-formyl-3-cephem-4-carboxylic acid). Reaction SMILES: [CH3:1][O:2][N:3]=[C:4]([C:22]1[N:23]=[C:24]([NH:27][C:28](=[O:33])[C:29]([F:32])([F:31])[F:30])[S:25][CH:26]=1)[C:5]([NH:7][CH:8]1[C:20](=[O:21])[N:10]2[C:11]([C:17]([OH:19])=[O:18])=[C:12]([CH2:15][OH:16])[CH2:13][S:14][C@H:9]12)=[O:6].S(=O)(=O)(O)O.O>CN(C)C=O.CC(C)=O.CC(C)=O.OS(O)(=O)=O.O=[Cr](=O)=O.[O-2].[O-2].[O-2].[Cr+6]>[CH3:1][O:2][N:3]=[C:4]([C:22]1[N:23]=[C:24]([NH:27][C:28](=[O:33])[C:29]([F:31])([F:32])[F:30])[S:25][CH:26]=1)[C:5]([NH:7][CH:8]1[C:20](=[O:21])[N:10]2[C:11]([C:17]([OH:19])=[O:18])=[C:12]([CH:15]=[O:16])[CH2:13][S:14][C@H:9]12)=[O:6] |f:5.6.7,8.9.10.11|. Procedure details: 7-[2-Methoxyimino-2-{2-(2,2,2-trifluoroacetamido)-1,3-thiazol-4-yl)acetamido]-3-hydroxymethyl-3-cephem-4-carboxylic acid (syn isomer) (1.0 g.) was dissolved in a mixture of dimethylformamide (6 ml.) and acetone (30 ml.) Jones reagent (1.25 ml.), which was prepared from conc. sulfuric acid (0.28 ml.), chromium trioxide (0.33 g.) and water (0.9 ml.), was dropwise added thereto over 2 minutes with stirring and cooling at 0° to 2° C. After stirring for 20 minutes at the same temperature, the reactio... Starting materials: C1(=CC=CC=C1)CCCC(CCCC1=CC=CC=C1)NC(=O)C1CN(CCC1)C(=O)C1CNCCC1 (1-(piperidine-3-carbonyl)-piperidine-3-carboxylic acid [4-phenyl-1-(3-phenyl-propyl)-butyl]-amide), O1[C@H](C1)COC1=C2C=CC=NC2=CC=C1 ((R)-5-oxiranylmethoxy-quinoline). Run in C(C)O (ethanol). The product is C1(=CC=CC=C1)CCCC(CCCC1=CC=CC=C1)NC(=O)C1CN(CCC1)C(=O)C1CN(CCC1)C[C@H](COC1=C2C=CC=NC2=CC=C1)O (N-{1-[2-(R)-hydroxy-3-(quinolin-5-yloxy)-propyl]piperidine-3carbonyl}-piperidine-3-carboxylic acid [4-phenyl-1-(3-phenyl-propyl)-butyl]-amide). Isolated yield 67.0%. As a reaction SMILES: [C:1]1([CH2:7][CH2:8][CH2:9][CH:10]([NH:20][C:21]([CH:23]2[CH2:28][CH2:27][CH2:26][N:25]([C:29]([CH:31]3[CH2:36][CH2:35][CH2:34][NH:33][CH2:32]3)=[O:30])[CH2:24]2)=[O:22])[CH2:11][CH2:12][CH2:13][C:14]2[CH:19]=[CH:18][CH:17]=[CH:16][CH:15]=2)[CH:6]=[CH:5][CH:4]=[CH:3][CH:2]=1.[O:37]1[CH2:39][C@@H:38]1[CH2:40][O:41][C:42]1[CH:51]=[CH:50][CH:49]=[C:48]2[C:43]=1[CH:44]=[CH:45][CH:46]=[N:47]2>C(O)C>[C:1]1([CH2:7][CH2:8][CH2:9][CH:10]([NH:20][C:21]([CH:23]2[CH2:28][CH2:27][CH2:26][N:25]([C:29]([CH:31]3[CH2:36][CH2:35][CH2:34][N:33]([CH2:39][C@@H:38]([OH:37])[CH2:40][O:41][C:42]4[CH:51]=[CH:50][CH:49]=[C:48]5[C:43]=4[CH:44]=[CH:45][CH:46]=[N:47]5)[CH2:32]3)=[O:30])[CH2:24]2)=[O:22])[CH2:11][CH2:12][CH2:13][C:14]2[CH:15]=[CH:16][CH:17]=[CH:18][CH:19]=2)[CH:2]=[CH:3][CH:4]=[CH:5][CH:6]=1. Procedure details: 1-(Piperidine-3-carbonyl)-piperidine-3-carboxylic acid [4-phenyl-1-(3-phenyl-propyl)-butyl]-amide (79) (243.4 mg; 0.497 mmol) is dissolved in ethanol (12 mL) at ambient temperature. (R)-5-Oxiranylmethoxy-quinoline (2) (100.0 mg; 0.497 mmol) is added, then the mixture is refluxed for 17 hours. After cooling to ambient temperature, the solution is concentrated in vacuo at 40° C. The residue is purified via silica gel chromatography with gradient elution (50%→100% acetone in hexanes, then 5%→20% et...